Task: describe an organic reaction: reactants, conditions, products, and yield. Dataset: the Open Reaction Database (ORD), a public repository of structured organic reaction records Starting materials: ClC1=CN=CC(=N1)C(=O)OC (methyl 6-chloropyrazine-2-carboxylate), O1C(=CC=C1)B(O)O (2-furanboronic acid), [Cl-].[Li+] (lithium chloride), C([O-])([O-])=O.[Cs+].[Cs+] (cesium carbonate), C1(CCCCC1)P(C1=C(C=CC=C1)C1=C(C=CC=C1OC)OC)C1CCCCC1 (2-dicyclohexylphosphino-2′,6′-dimethoxybiphenyl). Reagents/catalysts: C=1C=CC(=CC1)/C=C/C(=O)/C=C/C2=CC=CC=C2.C=1C=CC(=CC1)/C=C/C(=O)/C=C/C2=CC=CC=C2.C=1C=CC(=CC1)/C=C/C(=O)/C=C/C2=CC=CC=C2.[Pd].[Pd] (tris(dibenzylideneacetone)dipalladium(0)). Solvent: O1CCOCC1 (dioxane), C(C)(=O)OCC (ethyl acetate), O (water). Yields the product O1C(=CC=C1)C1=CN=CC(=N1)C(=O)OC (methyl 6-(2-furyl)pyrazine-2-carboxylate). Yield: 62.5%. As a reaction SMILES: Cl[C:2]1[N:7]=[C:6]([C:8]([O:10][CH3:11])=[O:9])[CH:5]=[N:4][CH:3]=1.[O:12]1[CH:16]=[CH:15][CH:14]=[C:13]1B(O)O.[Cl-].[Li+].C(=O)([O-])[O-].[Cs+].[Cs+].C1(P(C2CCCCC2)C2C=CC=CC=2C2C(OC)=CC=CC=2OC)CCCCC1>O1CCOCC1.C1C=CC(/C=C/C(/C=C/C2C=CC=CC=2)=O)=CC=1.C1C=CC(/C=C/C(/C=C/C2C=CC=CC=2)=O)=CC=1.C1C=CC(/C=C/C(/C=C/C2C=CC=CC=2)=O)=CC=1.[Pd].[Pd].C(OCC)(=O)C.O>[O:12]1[CH:16]=[CH:15][CH:14]=[C:13]1[C:2]1[N:7]=[C:6]([C:8]([O:10][CH3:11])=[O:9])[CH:5]=[N:4][CH:3]=1 |f:2.3,4.5.6,9.10.11.12.13|. Procedure details: To a solution of 0.10 g of methyl 6-chloropyrazine-2-carboxylate in 2.9 mL of dioxane, 65 mg of 2-furanboronic acid, 74 mg of lithium chloride, 0.57 g of cesium carbonate, 21 mg of 2-dicyclohexylphosphino-2′,6′-dimethoxybiphenyl and 24 mg of tris(dibenzylideneacetone)dipalladium(0) were added, and the mixture was heated under reflux for 2 hours. To the reaction mixture, water and ethyl acetate were added, the organic layer was separated, washed with a saturated aqueous sodium chloride solution a... The product is O=C1CCCCC(Cc2ccc(Cl)cc2)N1. As a reaction SMILES: [Cl:1][c:2]1[cH:3][cH:4][c:5]([CH2:6][CH:7]2[C:8](=[O:13])[CH2:9][CH2:10][CH2:11][CH2:12]2)[cH:14][cH:15]1.[N-:17]=[N+:18]=[N-:19].[Na+:16].[OH2:20]>>[Cl:1][c:2]1[cH:3][cH:4][c:5]([CH2:6][CH:7]2[CH2:12][CH2:11][CH2:10][CH2:9][C:8](=[O:13])[NH:17]2)[cH:14][cH:15]1. Starting materials: O=C1CCCCC1Cc1ccc(Cl)cc1, [N-]=[N+]=[N-], [Na+], O. The reactants are c1ccc(CN2CCNCC2)cc1, COc1ccc(NC(=O)N2CCN(Cc3ccccc3)CC2)cc1, COc1ccc(N=C=O)cc1, ClC(Cl)Cl. Yields the product COc1ccc(NC(=O)N2CCNCC2)cc1. As a reaction SMILES: [CH2:1]([N:2]1[CH2:3][CH2:4][NH:5][CH2:6][CH2:7]1)[c:8]1[cH:9][cH:10][cH:11][cH:12][cH:13]1.[CH2:25]([c:26]1[cH:27][cH:28][cH:29][cH:30][cH:31]1)[N:32]1[CH2:33][CH2:34][N:35]([C:38]([NH:39][c:40]2[cH:41][cH:42][c:43]([O:46][CH3:47])[cH:44][cH:45]2)=[O:48])[CH2:36][CH2:37]1.[CH3:14][O:15][c:16]1[cH:17][cH:18][c:19]([N:20]=[C:21]=[O:22])[cH:23][cH:24]1.[CH:49]([Cl:50])([Cl:51])[Cl:52]>>[NH:32]1[CH2:33][CH2:34][N:35]([C:38]([NH:39][c:40]2[cH:41][cH:42][c:43]([O:46][CH3:47])[cH:44][cH:45]2)=[O:48])[CH2:36][CH2:37]1. Reactants: C1=CC=C(C=C1)P(C2=CC=CC=C2)C3=CC=CC=C3 (Ph3P), C1(C=CC(N1)=O)=O (maleimide), CCOC(=O)/N=N/C(=O)OCC (DEAD), COC=1C=CC(=CC1)CO (p-methoxybenzyl alcohol). Product: COC1=CC=C(CN2C(C=CC2=O)=O)C=C1 (N-(p-methoxybenzyl)maleimide). As a reaction SMILES: C1C=CC(P(C2C=CC=CC=2)C2C=CC=CC=2)=CC=1.CCOC(/N=N/C(OCC)=O)=O.[CH3:32][O:33][C:34]1[CH:35]=[CH:36][C:37]([CH2:40]O)=[CH:38][CH:39]=1.[C:42]1(=[O:48])[NH:46][C:45](=[O:47])[CH:44]=[CH:43]1>>[CH3:32][O:33][C:34]1[CH:39]=[CH:38][C:37]([CH2:40][N:46]2[C:42](=[O:48])[CH:43]=[CH:44][C:45]2=[O:47])=[CH:36][CH:35]=1. Reported procedure: Reagents: Ph3P (1.31 g, 5 mmol), DEAD (0.8 ml, 5 mmol), p-methoxybenzyl alcohol (0.93 ml, 7.5 mmol) and maleimide (0.48 g, 5 mmol). Starting materials: BrBr (Br2), CC1(OC2=C(C(=C(C(=C2CC1)C)O)C)C)C (2,2,5,7,8-pentamethyl-6-chromanol). Run in CCCCCC (hexane), CCCCCC (hexane). Conditions: time 2 hour. The product is BrCC1=C2CCC(OC2=C(C(=C1O)C)C)(C)C (5-bromomethyl-2,2,7,8-tetramethyl-chroman-6-ol). Isolated yield 100.3%. Reaction SMILES: [Br:1]Br.[CH3:3][C:4]1([CH3:18])[CH2:13][CH2:12][C:11]2[C:6](=[C:7]([CH3:17])[C:8]([CH3:16])=[C:9]([OH:15])[C:10]=2[CH3:14])[O:5]1>CCCCCC>[Br:1][CH2:14][C:10]1[C:9]([OH:15])=[C:8]([CH3:16])[C:7]([CH3:17])=[C:6]2[C:11]=1[CH2:12][CH2:13][C:4]([CH3:18])([CH3:3])[O:5]2. Procedure details: A solution of Br2 (0.540 mL, 10.5 mmol) in hexane (70 mL) was quickly added to the round bottom flask equipped with a CaCl2 drying tube and containing a stirred solution of 2,2,5,7,8-pentamethyl-6-chromanol (2.20 g, 10.0 mmol) in hexane (340 mL). After stirring the reaction mixture for 2 h the solvents were evaporated yielding of 5-bromomethyl-2,2,7,8-tetramethyl-chroman-6-ol as a pale yellow solid (3.0 g), which was immediately used in the next step without further purification. 1H-NMR (300 MHz... Starting materials: Cc1ccc([Mg]Br)cc1 (effective_coupling_partner), COCOc1cccc(C(F)(F)F)c1 (substrate). The reagents and catalysts are c7ccc(c6cc(c1ccccc1)n(c2ccccc2NC(c3ccccc3)P(C4CCCCC4)C5CCCCC5)n6)cc7. Reaction conditions: temperature 120 celsius, time 16 hour. Yields the product Cc2ccc(c1cccc(C(F)(F)F)c1)cc2. Starting materials: Cc1ccc(C=O)cc1S(=O)(=O)O, [Na]. The product is Cc1ccc(C=O)cc1. As a reaction SMILES: [CH:2](=[O:3])[c:4]1[cH:5][cH:6][c:7]([CH3:14])[c:8]([S:10]([OH:11])(=[O:12])=[O:13])[cH:9]1.[Na:1]>>[CH:2](=[O:3])[c:4]1[cH:5][cH:6][c:7]([CH3:14])[cH:8][cH:9]1.